From a dataset of the Open Reaction Database (ORD), a public repository of structured organic reaction records. describe an organic reaction: reactants, conditions, products, and yield Starting materials: aqueous solution, [OH-].[Li+] (lithium hydroxide), C(C1=CC=CC=C1)OC1=CC=C(C=C1)S(=O)(=O)NC[C@@H](C(=O)OC)N1CCCCC1 (methyl(S)-3-(4-benzyloxybenzenesulfonylamino)-2-piperidin-1-ylpropanoate). Run in O1CCCC1 (tetrahydrofuran), O (water). Conditions: time 18 hour. Yields the product C(C1=CC=CC=C1)OC1=CC=C(C=C1)S(=O)(=O)NC[C@@H](C(=O)O)N1CCCCC1 ((S)-3-(4-benzyloxybenzenesulfonylamino)-2-piperidin-1-ylpropanoic acid). Yield: 91.2%. As a reaction SMILES: [OH-].[Li+].[CH2:3]([O:10][C:11]1[CH:16]=[CH:15][C:14]([S:17]([NH:20][CH2:21][C@H:22]([N:27]2[CH2:32][CH2:31][CH2:30][CH2:29][CH2:28]2)[C:23]([O:25]C)=[O:24])(=[O:19])=[O:18])=[CH:13][CH:12]=1)[C:4]1[CH:9]=[CH:8][CH:7]=[CH:6][CH:5]=1>O1CCCC1.O>[CH2:3]([O:10][C:11]1[CH:16]=[CH:15][C:14]([S:17]([NH:20][CH2:21][C@H:22]([N:27]2[CH2:32][CH2:31][CH2:30][CH2:29][CH2:28]2)[C:23]([OH:25])=[O:24])(=[O:19])=[O:18])=[CH:13][CH:12]=1)[C:4]1[CH:5]=[CH:6][CH:7]=[CH:8][CH:9]=1 |f:0.1|. Procedure details: 1.6 ml (1.6 mmol) of an aqueous solution of lithium hydroxide having a concentration of 1N are added to a solution of 450 mg (1.1 mmol) of methyl(S)-3-(4-benzyloxybenzenesulfonylamino)-2-piperidin-1-ylpropanoate in 15 ml of tetrahydrofuran and 0.5 ml of water. After stirring at ambient temperature for 18 h, the tetrahydrofuran is evaporated off under vacuum and then 1.8 ml of an aqueous solution of acetic acid having a concentration of 1N and 15 ml of water are added. The product precipitates an... Starting materials: Cc1nc(CCl)cs1, [Na+], [Na+], O, O=S([O-])[O-]. Product: Cc1nc(CS(=O)(=O)[O-])cs1, [Na+]. As a reaction SMILES: [Cl:1][CH2:2][c:3]1[n:4][c:5]([CH3:8])[s:6][cH:7]1.[Na+:13].[Na+:14].[OH2:15].[S:9](=[O:10])([O-:11])[O-:12]>>[CH2:2]([c:3]1[n:4][c:5]([CH3:8])[s:6][cH:7]1)[S:9](=[O:10])(=[O:11])[O-:12].[Na+:13]. The reactants are CCOC(=O)C=C(CBr)Oc1ccccc1Cl, COC(=O)C(N)CC(C(F)(F)F)C(F)(F)F, CC#N, CCN(C(C)C)C(C)C, Cl. Yields the product CCOC(=O)C=C(CNC(CC(C(F)(F)F)C(F)(F)F)C(=O)OC)Oc1ccccc1Cl. As a reaction SMILES: [CH2:27]([CH3:28])[O:29][C:30]([CH:31]=[C:32]([CH2:33][Br:34])[O:35][c:36]1[c:37]([Cl:42])[cH:38][cH:39][cH:40][cH:41]1)=[O:43].[CH3:2][O:3][C:4]([CH:5]([CH2:6][CH:7]([C:8]([F:9])([F:10])[F:11])[C:12]([F:13])([F:14])[F:15])[NH2:16])=[O:17].[CH3:44][C:45]#[N:46].[CH:18]([N:19]([CH2:20][CH3:21])[CH:22]([CH3:23])[CH3:24])([CH3:25])[CH3:26].[ClH:1]>>[CH3:2][O:3][C:4]([CH:5]([CH2:6][CH:7]([C:8]([F:9])([F:10])[F:11])[C:12]([F:13])([F:14])[F:15])[NH:16][CH2:33][C:32](=[CH:31][C:30]([O:29][CH2:27][CH3:28])=[O:43])[O:35][c:36]1[c:37]([Cl:42])[cH:38][cH:39][cH:40][cH:41]1)=[O:17]. Reactants: COC=1C=C2CCN(C2=CC1N)S(=O)(=O)C1=CC=C(C=C1)C (5-(methyloxy)-1-[(4-methylphenyl)sulfonyl]-2,3-dihydro-1H-indol-6-amine), ClC=1N=C(C2=C(N1)N(C=C2)S(=O)(=O)C2=CC=C(C=C2)C)NC2=C(C(=O)N)C(=CC=C2)F (2-({2-chloro-7-[(4-methylphenyl)sulfonyl]-7H-pyrrolo[2,3-d]pyrimidin-4-yl}amino)-6-fluorobenzamide), solution, Cl (HCl), O1CCOCC1 (dioxane). The solvent is C(=O)(O)[O-].[Na+] (NaHCO3), FC(CO)(F)F (2,2,2-trifluoroethanol). Run at time 8 hour. The product is FC1=C(C(=O)N)C(=CC=C1)NC=1C2=C(N=C(N1)NC1=C(C=C3CCN(C3=C1)S(=O)(=O)C1=CC=C(C=C1)C)OC)N(C=C2)S(=O)(=O)C2=CC=C(C=C2)C (2-fluoro-6-({2-({5-(methyloxy)-1-[(4-methylphenyl)sulfonyl]-2,3-dihydro-1H-indol-6-yl}amino)-7-[(4-methylphenyl)sulfonyl]-7H-pyrrolo[2,3-d]pyrimidin-4-yl}amino)benzamide). As a reaction SMILES: [CH3:1][O:2][C:3]1[CH:4]=[C:5]2[C:9](=[CH:10][C:11]=1[NH2:12])[N:8]([S:13]([C:16]1[CH:21]=[CH:20][C:19]([CH3:22])=[CH:18][CH:17]=1)(=[O:15])=[O:14])[CH2:7][CH2:6]2.Cl[C:24]1[N:25]=[C:26]([NH:43][C:44]2[CH:52]=[CH:51][CH:50]=[C:49]([F:53])[C:45]=2[C:46]([NH2:48])=[O:47])[C:27]2[CH:32]=[CH:31][N:30]([S:33]([C:36]3[CH:41]=[CH:40][C:39]([CH3:42])=[CH:38][CH:37]=3)(=[O:35])=[O:34])[C:28]=2[N:29]=1.Cl.O1CCOCC1>FC(F)(F)CO.C([O-])(O)=O.[Na+]>[F:53][C:49]1[CH:50]=[CH:51][CH:52]=[C:44]([NH:43][C:26]2[C:27]3[CH:32]=[CH:31][N:30]([S:33]([C:36]4[CH:41]=[CH:40][C:39]([CH3:42])=[CH:38][CH:37]=4)(=[O:35])=[O:34])[C:28]=3[N:29]=[C:24]([NH:12][C:11]3[CH:10]=[C:9]4[C:5]([CH2:6][CH2:7][N:8]4[S:13]([C:16]4[CH:21]=[CH:20][C:19]([CH3:22])=[CH:18][CH:17]=4)(=[O:14])=[O:15])=[CH:4][C:3]=3[O:2][CH3:1])[N:25]=2)[C:45]=1[C:46]([NH2:48])=[O:47] |f:5.6|. Procedure: A mixture of 5-(methyloxy)-1-[(4-methylphenyl)sulfonyl]-2,3-dihydro-1H-indol-6-amine (4.0 g, 12.5 mmol), 2-({2-chloro-7-[(4-methylphenyl)sulfonyl]-7H-pyrrolo[2,3-d]pyrimidin-4-yl}amino)-6-fluorobenzamide (8.6 g, 18.79 mmol) and a 4 N solution of HCl in dioxane (16 mL, 62.5 mmol) in 2,2,2-trifluoroethanol (250 mL) was heated overnight in a sealed vessel at 80° C. The reaction mixture was diluted with a saturated NaHCO3 solution, and the resulting slurry was filtered and the solids were taken up i...